From a dataset of the Open Reaction Database (ORD), a public repository of structured organic reaction records. describe an organic reaction: reactants, conditions, products, and yield Starting materials: N1C=CC=2C(=CC=CC12)C=O (1H-Indole-4-carbaldehyde), N1=CC=CC=C1 (pyridine), Cl.O(C)N (methoxylamine hydrogen chloride). The solvent is O (water). Conditions: time 24 hour. The product is CON=CC=1C=2C=CNC2C=CC1 (1H-Indole-4-carbaldehyde O-methyl-oxime). Yield: 59.1%. As a reaction SMILES: [NH:1]1[C:9]2[CH:8]=[CH:7][CH:6]=[C:5]([CH:10]=O)[C:4]=2[CH:3]=[CH:2]1.N1C=CC=CC=1.Cl.[O:19]([NH2:21])[CH3:20]>O>[CH3:20][O:19][N:21]=[CH:10][C:5]1[C:4]2[CH:3]=[CH:2][NH:1][C:9]=2[CH:8]=[CH:7][CH:6]=1 |f:2.3|. Procedure: To an amount of 1H-Indole-4-carbaldehyde (50 mg, 0.34 mmol) is added pyridine (10 ml) at room temperature, followed by addition of methoxylamine hydrogen chloride (31.6 mg, 0.38 mmol). The mixture is stirred at ambient temperature for 24 h, and 2 mL of water is added. After the solvents were evaporated, the residue is dissolved 2 mL of anhydrous ether, washed successively with 2 mL of aqueous sodium bicarbonate, 2 mL of sodium bisulfite, and 2 mL of brine. Dried over magnesium sulfate, evaporate... Reactants: C(C1=CC=CC=C1)ON1C([C@H]([C@@H]1C)N1C(C=2C(C1=O)=CC=CC2)=O)=O (Trans-1-Benzyloxy-4-methyl-3-phthalimidoazetidin-2-one). The reagents and catalysts are [Pd] (Pd/C). The solvent is C1CCOC1 (THF). The product is ON1C([C@H]([C@@H]1C)N1C(C=2C(C1=O)=CC=CC2)=O)=O (Trans-1-Hydroxy-4-methyl-3-phthalimidoazetidin-2one). The yield is 98.4%. As a reaction SMILES: C([O:8][N:9]1[C@@H:12]([CH3:13])[C@H:11]([N:14]2[C:18](=[O:19])[C:17]3=[CH:20][CH:21]=[CH:22][CH:23]=[C:16]3[C:15]2=[O:24])[C:10]1=[O:25])C1C=CC=CC=1>C1COCC1.[Pd]>[OH:8][N:9]1[C@@H:12]([CH3:13])[C@H:11]([N:14]2[C:18](=[O:19])[C:17]3=[CH:20][CH:21]=[CH:22][CH:23]=[C:16]3[C:15]2=[O:24])[C:10]1=[O:25]. Procedure details: The O-benzyl derivative (51) (23.08 g) was taken up in THF (250 ml) and hydrogenolysed in the presence of 10% Pd/C until no starting material remained. The solution was filtered through Kieselguhr and the filtrate evaporated to give a white solid (52) (16.63 g), m.p. 94°-96° C. (from EtoAc-hexane), νmax (KBr) 3400, 1795, 1770, 1720, and 1400 cm-1, δ(CDCl3) 1.45 (d, J 6.5 Hz, 3H) (irradiation at 4.18 caused this signal to collapse to a s), 4.18 (dq, j 6.5 and 2 Hz, 1H), 4.70 (d, J 2 Hz, 1H) (irra... Yields the product C(C)(=O)O.C(C)(C)(C)C1=CC(=C(C(C(=O)O)O)C(=C1)C)C (4-tert-Butyl-2,6-dimethylmandelic acid acetate). Reactants: C(C=O)(=O)O (glyoxylic acid), C(C)(C)(C)C1=CC(=CC(=C1)C)C (1-tert-butyl-3,5-dimethylbenzene), ice water, S(O)(O)(=O)=O (sulfuric acid). As a reaction SMILES: [C:1]([OH:5])(=[O:4])[CH:2]=[O:3].[C:6]([C:10]1[CH:15]=[C:14]([CH3:16])[CH:13]=[C:12]([CH3:17])[CH:11]=1)([CH3:9])([CH3:8])[CH3:7].S(=O)(=O)(O)O>C(O)(=O)C>[C:1]([OH:5])(=[O:4])[CH3:2].[C:6]([C:10]1[CH:11]=[C:12]([CH3:17])[C:13]([CH:2]([OH:3])[C:1]([OH:5])=[O:4])=[C:14]([CH3:16])[CH:15]=1)([CH3:9])([CH3:8])[CH3:7] |f:4.5|. Reported procedure: A mixture of 89 g of 50% aqueous glyoxylic acid solution [0.6 mol], 400 ml of glacial acetic acid and 81.1 g [0.5 mol] of 1-tert-butyl-3,5-dimethylbenzene is initially charged. Starting at room temperature, 85.8 g of 96% strength sulfuric acid [0.84 mol] are added dropwise over a period of 15 minutes, during which time the temperature of the reaction mixture increases to about 35° C. The mixture is heated to 60° C. and stirred at this temperature for 9 hours. The cooled reaction mixture is then ... Conditions: temperature 35 celsius, time 9 hour. Run in C(C)(=O)O (acetic acid). The reactants are Brc1ccc(-c2cnc3c(-c4ccccc4)cnn3c2)cc1, C#CCO, C1CCNC1, c1ccc(P(c2ccccc2)(c2ccccc2)[Pd](P(c2ccccc2)(c2ccccc2)c2ccccc2)(P(c2ccccc2)(c2ccccc2)c2ccccc2)P(c2ccccc2)(c2ccccc2)c2ccccc2)cc1. Yields the product OCC#Cc1ccc(-c2cnc3c(-c4ccccc4)cnn3c2)cc1. RXN SMILES: [Br:1][c:2]1[cH:3][cH:4][c:5](-[c:8]2[cH:9][n:10][c:11]3[n:12]([cH:13]2)[n:14][cH:15][c:16]3-[c:17]2[cH:18][cH:19][cH:20][cH:21][cH:22]2)[cH:6][cH:7]1.[CH2:23]([C:24]#[CH:25])[OH:26].[CH2:27]1[CH2:28][NH:29][CH2:30][CH2:31]1.[cH:32]1[cH:33][cH:34][c:35]([P:36]([Pd:37]([P:38]([c:39]2[cH:40][cH:41][cH:42][cH:43][cH:44]2)([c:45]2[cH:46][cH:47][cH:48][cH:49][cH:50]2)[c:51]2[cH:52][cH:53][cH:54][cH:55][cH:56]2)([P:57]([c:58]2[cH:59][cH:60][cH:61][cH:62][cH:63]2)([c:64]2[cH:65][cH:66][cH:67][cH:68][cH:69]2)[c:70]2[cH:71][cH:72][cH:73][cH:74][cH:75]2)[P:76]([c:77]2[cH:78][cH:79][cH:80][cH:81][cH:82]2)([c:83]2[cH:84][cH:85][cH:86][cH:87][cH:88]2)[c:89]2[cH:90][cH:91][cH:92][cH:93][cH:94]2)([c:95]2[cH:96][cH:97][cH:98][cH:99][cH:100]2)[c:101]2[cH:102][cH:103][cH:104][cH:105][cH:106]2)[cH:107][cH:108]1>>[c:2]1([C:25]#[C:24][CH2:23][OH:26])[cH:3][cH:4][c:5](-[c:8]2[cH:9][n:10][c:11]3[n:12]([cH:13]2)[n:14][cH:15][c:16]3-[c:17]2[cH:18][cH:19][cH:20][cH:21][cH:22]2)[cH:6][cH:7]1. The reactants are ClC1=C(C=CC=C1)NC=1OC2=C(N1)C=CC(=C2F)CC(=O)OC (Methyl 2-(2-chlorophenyl)amino-7-fluoro-6-benzoxazolylacetate), [OH-].[Na+] (NaOH). Solvent: C1CCOC1.CO (THF methanol). Conditions: time 3.5 hour. Yields the product ClC1=C(C=CC=C1)NC=1OC2=C(N1)C=CC(=C2F)CC(=O)O (2-(2-chlorophenyl)amino-7-fluoro-6-benzoxazolylacetic acid). Yield: 90.1%. RXN SMILES: [Cl:1][C:2]1[CH:7]=[CH:6][CH:5]=[CH:4][C:3]=1[NH:8][C:9]1[O:10][C:11]2[C:17]([F:18])=[C:16]([CH2:19][C:20]([O:22]C)=[O:21])[CH:15]=[CH:14][C:12]=2[N:13]=1.[OH-].[Na+]>C1COCC1.CO>[Cl:1][C:2]1[CH:7]=[CH:6][CH:5]=[CH:4][C:3]=1[NH:8][C:9]1[O:10][C:11]2[C:17]([F:18])=[C:16]([CH2:19][C:20]([OH:22])=[O:21])[CH:15]=[CH:14][C:12]=2[N:13]=1 |f:1.2,3.4|. Procedure details: Methyl 2-(2-chlorophenyl)amino-7-fluoro-6-benzoxazolylacetate (2.12 g, 6.33 mmol) was dissolved in THF/methanol (2:1, 90 ml). To the resulting solution was added 1N NaOH (30 ml) and the mixture was stirred at room temperature for 3.5 hours. The solvent was distilled off under reduced pressure. The residue was acidified with 1N hydrochloric acid. The crystals thus precipitated were collected by filtration, washed with water and dried under reduced pressure, whereby 2-(2-chlorophenyl)amino-7-fluor... The reactants are CC1=C(OC=2C=C3C(NC(=NC3=CC2C)N2N=CC(=C2)C(=O)OCC)=O)C(=CC=C1)C (ethyl 1-(6-(2,6-dimethylphenoxy)-7-methyl-4-oxo-3,4-dihydroquinazolin-2-yl)-1H-pyrazole-4-carboxylate), CNC (dimethylamine). The product is CC1=C(OC=2C=C3C(=NC(=NC3=CC2C)N2N=CC(=C2)C(=O)O)N(C)C)C(=CC=C1)C (1-(6-(2,6-Dimethylphenoxy)-7-methyl-4-dimethylaminoquinazolin-2-yl)-1 H-pyrazole-4-carboxylic acid). Reaction SMILES: [CH3:1][C:2]1[CH:30]=[CH:29][CH:28]=[C:27]([CH3:31])[C:3]=1[O:4][C:5]1[CH:6]=[C:7]2[C:12](=[CH:13][C:14]=1[CH3:15])[N:11]=[C:10]([N:16]1[CH:20]=[C:19]([C:21]([O:23]CC)=[O:22])[CH:18]=[N:17]1)[NH:9][C:8]2=O.[CH3:32][NH:33][CH3:34]>>[CH3:1][C:2]1[CH:30]=[CH:29][CH:28]=[C:27]([CH3:31])[C:3]=1[O:4][C:5]1[CH:6]=[C:7]2[C:12](=[CH:13][C:14]=1[CH3:15])[N:11]=[C:10]([N:16]1[CH:20]=[C:19]([C:21]([OH:23])=[O:22])[CH:18]=[N:17]1)[N:9]=[C:8]2[N:33]([CH3:34])[CH3:32]. Reported procedure: The above compound may be made analogous to Example 1 using ethyl 1-(6-(2,6-dimethylphenoxy)-7-methyl-4-oxo-3,4-dihydroquinazolin-2-yl)-1H-pyrazole-4-carboxylate in step D and dimethylamine in step E. MS (ESI/CI): predicted mass C23H23N5O3, 417.2. Starting materials: C(C)(C)(C)OC(=O)N1CCN(CC1)C(=O)C1=CC2=NC=CC(=C2S1)Cl (4-[7-chloro-thieno[3,2-b]pyridine-2-carbonyl]-piperazine-1-carboxylic acid tert-butyl ester), CC=1NC2=CC=C(C=C2C1)N (2-methyl-1H-indol-5-ylamine). The product is C(C)(C)(C)OC(=O)N1CCN(CC1)C(=O)C1=CC2=NC=CC(=C2S1)NC=1C=C2C=C(NC2=CC1)C (4-[7-(2-Methyl-1H-indol-5-ylamino)-thieno[3,2-b]pyridine-2-carbonyl]-piperazine-1-carboxylic acid tert-butyl ester). RXN SMILES: [C:1]([O:5][C:6]([N:8]1[CH2:13][CH2:12][N:11]([C:14]([C:16]2[S:24][C:23]3[C:18](=[N:19][CH:20]=[CH:21][C:22]=3Cl)[CH:17]=2)=[O:15])[CH2:10][CH2:9]1)=[O:7])([CH3:4])([CH3:3])[CH3:2].[CH3:26][C:27]1[NH:28][C:29]2[C:34]([CH:35]=1)=[CH:33][C:32]([NH2:36])=[CH:31][CH:30]=2>>[C:1]([O:5][C:6]([N:8]1[CH2:13][CH2:12][N:11]([C:14]([C:16]2[S:24][C:23]3[C:18](=[N:19][CH:20]=[CH:21][C:22]=3[NH:36][C:32]3[CH:33]=[C:34]4[C:29](=[CH:30][CH:31]=3)[NH:28][C:27]([CH3:26])=[CH:35]4)[CH:17]=2)=[O:15])[CH2:10][CH2:9]1)=[O:7])([CH3:4])([CH3:3])[CH3:2]. Procedure details: The title compound was prepared from 4-[7-chloro-thieno[3,2-b]pyridine-2-carbonyl]-piperazine-1-carboxylic acid tert-butyl ester and 2-methyl-1H-indol-5-ylamine by a method analogous to Example 1C. MS: 492 (MH+); HPLC Rf: 5.42 min.; HPLC purity 95%. The reactants are ClC1=CC=C(CNC2=NC3=C(N2C)C=CC(=C3)N(C)C3=NC(=NC=C3)Cl)C=C1 (N2-(4-Chloro-benzyl)-N5-(2-chloro-pyrimidin-4-yl)-1,N5-dimethyl-1H-benzoimidazole-2,5-diamine), CS(=O)(=O)CC1=CC=C(N)C=C1 (4-[(methylsulfonyl)methyl]aniline). The product is Cl.ClC1=CC=C(CNC2=NC3=C(N2C)C=CC(=C3)N(C)C3=NC(=NC=C3)NC3=CC=C(C=C3)CS(=O)(=O)C)C=C1 (N2-(4-Chloro-benzyl)-N5-[2-(4-methanesulfonylmethyl-phenylamino)-pyrimidin-4-yl]-1,N5-dimethyl-1H-benzoimidazole-2,5-diamine hydrochloride). Reaction SMILES: [Cl:1][C:2]1[CH:28]=[CH:27][C:5]([CH2:6][NH:7][C:8]2[N:12]([CH3:13])[C:11]3[CH:14]=[CH:15][C:16]([N:18]([C:20]4[CH:25]=[CH:24][N:23]=[C:22](Cl)[N:21]=4)[CH3:19])=[CH:17][C:10]=3[N:9]=2)=[CH:4][CH:3]=1.[CH3:29][S:30]([CH2:33][C:34]1[CH:40]=[CH:39][C:37]([NH2:38])=[CH:36][CH:35]=1)(=[O:32])=[O:31]>>[ClH:1].[Cl:1][C:2]1[CH:3]=[CH:4][C:5]([CH2:6][NH:7][C:8]2[N:12]([CH3:13])[C:11]3[CH:14]=[CH:15][C:16]([N:18]([C:20]4[CH:25]=[CH:24][N:23]=[C:22]([NH:38][C:37]5[CH:39]=[CH:40][C:34]([CH2:33][S:30]([CH3:29])(=[O:32])=[O:31])=[CH:35][CH:36]=5)[N:21]=4)[CH3:19])=[CH:17][C:10]=3[N:9]=2)=[CH:27][CH:28]=1 |f:2.3|. Reported procedure: The title compound was prepared following the procedure of example one with N2-(4-Chloro-benzyl)-N5-(2-chloro-pyrimidin-4-yl)-1,N5-dimethyl-1H-benzoimidazole-2,5-diamine (103 mg, 0.25 mmol) and 4-[(methylsulfonyl)methyl]aniline (46 mg, 0.25 mmol) as a white solid (61 mg, 41%). 1H NMR (300 MHz, d6-DMSO+NaHCO3) δ 9.20 (s, 1H), 7.76-7.80 (m, 3H), 7.36-7.43 (m, 5H), 7.24 (d, J=8.1 Hz, 2H), 7.08 (d, J=1.8 Hz, 1H), 6.85 (dd, J=8.1 and 1.8 Hz, 1H), 5.63 (d, J=6.0 Hz, 1H), 4.58 (d, J=5.7 Hz, 2H), 4.34 (... Starting materials: C(=Cc1n[nH]c2ccc(OCc3ccccc3)cc12)c1ccccc1, CO, CC#N, CCOC(C)=O, C[Si](C)(C)I. The product is Oc1ccc2[nH]nc(C=Cc3ccccc3)c2c1. Reaction SMILES: [CH2:1]([c:2]1[cH:3][cH:4][cH:5][cH:6][cH:7]1)[O:8][c:9]1[cH:10][c:11]2[c:12]([CH:18]=[CH:19][c:20]3[cH:21][cH:22][cH:23][cH:24][cH:25]3)[n:13][nH:14][c:15]2[cH:16][cH:17]1.[CH3:31][OH:32].[CH3:33][C:34]#[N:35].[CH3:36][CH2:37][O:38][C:39](=[O:40])[CH3:41].[I:26][Si:27]([CH3:28])([CH3:29])[CH3:30]>>[OH:8][c:9]1[cH:10][c:11]2[c:12]([CH:18]=[CH:19][c:20]3[cH:21][cH:22][cH:23][cH:24][cH:25]3)[n:13][nH:14][c:15]2[cH:16][cH:17]1. Reactants: C(C)N(C1=C(C=CC(=C1)OC)[C@H]1CC=2C=CC(=CC2CC1)OC(C(C)(C)C)=O)C(C1=CC=C(C=C1)O)=O (pivalic acid (R)-6-{2-[ethyl(4-hydroxybenzoyl)amino]-4-methoxyphenyl}-5,6,7,8-tetrahydronaphthalen-2-yl ester), ClCC(=O)N(CC)CC (2-chloro-N,N-diethylacetamide). The product is C(C)N(CCOC1=CC=C(CCCNC2=C(C=CC(=C2)OC)[C@H]2CC=3C=CC(=CC3CC2)O)C=C1)CC ((R)-6-{2-{[4-(2-diethylaminoethoxy)benzyl]ethylamino}-4-methoxyphenyl}-5,6,7,8-tetrahydronaphthalen-2-ol). The yield is 55.9%. Reaction SMILES: C([N:3](C(=O)C1C=CC(O)=CC=1)[C:4]1[CH:9]=[C:8]([O:10][CH3:11])[CH:7]=[CH:6][C:5]=1[C@@H:12]1[CH2:21][CH2:20][C:19]2[CH:18]=[C:17]([O:22]C(=O)C(C)(C)C)[CH:16]=[CH:15][C:14]=2[CH2:13]1)C.Cl[CH2:39][C:40]([N:42]([CH2:45][CH3:46])[CH2:43][CH3:44])=O>>[CH2:43]([N:42]([CH2:45][CH3:46])[CH2:40][CH2:39][O:10][C:8]1[CH:9]=[CH:4][C:5]([CH2:12][CH2:13][CH2:14][NH:3][C:4]2[CH:9]=[C:8]([O:10][CH3:11])[CH:7]=[CH:6][C:5]=2[C@@H:12]2[CH2:21][CH2:20][C:19]3[CH:18]=[C:17]([OH:22])[CH:16]=[CH:15][C:14]=3[CH2:13]2)=[CH:6][CH:7]=1)[CH3:44]. Procedure details: Synthesized from pivalic acid (R)-6-{2-[ethyl(4-hydroxybenzoyl)amino]-4-methoxyphenyl}-5,6,7,8-tetrahydronaphthalen-2-yl ester (20 mg) and 2-chloro-N,N-diethylacetamide (12 mg) according to an analogous synthetic method to Example 404 and purified by LC-MS, the title compound (5.6 mg) was obtained.